The task is: describe an organic reaction: reactants, conditions, products, and yield. This data is from the Open Reaction Database (ORD), a public repository of structured organic reaction records. The product is Cc1cc(-c2ccc(Cl)c(Cl)c2)nc(-c2ccnc(-c3cccc(S(N)(=O)=O)c3)c2)n1. Reactants: Cc1cc(-c2ccc(Cl)c(Cl)c2)nc(-c2ccnc(-c3cccc(S(=O)(=O)NC(C)(C)C)c3)c2)n1, ClCCl, O=C(O)C(F)(F)F. RXN SMILES: [C:1]([CH3:2])([CH3:3])([CH3:4])[NH:5][S:6](=[O:7])(=[O:8])[c:9]1[cH:10][c:11](-[c:15]2[n:16][cH:17][cH:18][c:19](-[c:21]3[n:22][c:23]([CH3:35])[cH:24][c:25](-[c:27]4[cH:28][c:29]([Cl:34])[c:30]([Cl:33])[cH:31][cH:32]4)[n:26]3)[cH:20]2)[cH:12][cH:13][cH:14]1.[Cl:43][CH2:44][Cl:45].[F:36][C:37]([F:38])([F:39])[C:40]([OH:41])=[O:42]>>[NH2:5][S:6](=[O:7])(=[O:8])[c:9]1[cH:10][c:11](-[c:15]2[n:16][cH:17][cH:18][c:19](-[c:21]3[n:22][c:23]([CH3:35])[cH:24][c:25](-[c:27]4[cH:28][c:29]([Cl:34])[c:30]([Cl:33])[cH:31][cH:32]4)[n:26]3)[cH:20]2)[cH:12][cH:13][cH:14]1. The reactants are [BH4-], COc1ccc(NC(=O)c2ccccc2NC(=O)c2ccc(C(C)=O)cc2)cc1, CO, [Na+]. Product: COc1ccc(NC(=O)c2ccccc2NC(=O)c2ccc(C(C)O)cc2)cc1. As a reaction SMILES: [BH4-:30].[C:1]([CH3:2])(=[O:3])[c:4]1[cH:5][cH:6][c:7]([C:8](=[O:9])[NH:10][c:11]2[c:12]([C:13](=[O:14])[NH:15][c:16]3[cH:17][cH:18][c:19]([O:22][CH3:23])[cH:20][cH:21]3)[cH:24][cH:25][cH:26][cH:27]2)[cH:28][cH:29]1.[CH3:32][OH:33].[Na+:31]>>[CH:1]([CH3:2])([OH:3])[c:4]1[cH:5][cH:6][c:7]([C:8](=[O:9])[NH:10][c:11]2[c:12]([C:13](=[O:14])[NH:15][c:16]3[cH:17][cH:18][c:19]([O:22][CH3:23])[cH:20][cH:21]3)[cH:24][cH:25][cH:26][cH:27]2)[cH:28][cH:29]1. Reactants: BrC=1C(=C2CC[C@@H](N(C2=CC1)C(=O)OC)C)OCCC ((S)-methyl 6-bromo-2-methyl-5-propoxy-3,4-dihydroquinoline-1(2H)-carboxylate), CC1(OB(OC1(C)C)C=1C=NN(C1)C1CCN(CC1)C(=O)OC(C)(C)C)C (tert-butyl 4-(4-(4,4,5,5-tetramethyl-1,3,2-dioxaborolan-2-yl)-1H-pyrazol-1-yl)piperidine-1-carboxylate), C([O-])([O-])=O.[Cs+].[Cs+] (cesium carbonate). Yields the product C(C)(C)(C)OC(=O)N1CCC(CC1)N1N=CC(=C1)C=1C(=C2CC[C@@H](N(C2=CC1)C(=O)OC)C)OCCC ((S)-methyl 6-(1-(1-(tert-butoxycarbonyl)piperidin-4-yl)-1H-pyrazol-4-yl)-2-methyl-5-propoxy-3,4-dihydroquinoline-1(2H)-carboxylate). The yield is 100.3%. Reported procedure: A mixture of (S)-methyl 6-bromo-2-methyl-5-propoxy-3,4-dihydroquinoline-1(2H)-carboxylate (0.060 g, 0.175 mmol), tert-butyl 4-(4-(4,4,5,5-tetramethyl-1,3,2-dioxaborolan-2-yl)-1H-pyrazol-1-yl)piperidine-1-carboxylate (0.066 g, 0.175 mmol), chloro(2-dicyclohexylphosphino-2′,4′,6′-tri-i-propyl-1,1′-biphenyl)(2′-amino-1,1′-biphenyl-2-yl) palladium(II) (XPhos 2nd generation precatalyst) (0.014 g, 0.018 mmol), and cesium carbonate (0.171 g, 0.526 mmol) in 1,4-dioxane (2.0 mL) and water (0.40 mL) was h... Conditions: temperature 100 celsius. Reagents/catalysts: CC(C)C1=CC(=C(C(=C1)C(C)C)C2=CC(=CC=C2)P(C3CCCCC3)C4CCCCC4)C(C)C.C1=CC=C([C-]=C1)C2=CC=CC=C2N.Cl[Pd+] (chloro(2-dicyclohexylphosphino-2′,4′,6′-tri-i-propyl-1,1′-biphenyl)(2′-amino-1,1′-biphenyl-2-yl) palladium(II)). The solvent is O1CCOCC1 (1,4-dioxane), O (water). As a reaction SMILES: Br[C:2]1[C:3]([O:17][CH2:18][CH2:19][CH3:20])=[C:4]2[C:9](=[CH:10][CH:11]=1)[N:8]([C:12]([O:14][CH3:15])=[O:13])[C@@H:7]([CH3:16])[CH2:6][CH2:5]2.CC1(C)C(C)(C)OB([C:29]2[CH:30]=[N:31][N:32]([CH:34]3[CH2:39][CH2:38][N:37]([C:40]([O:42][C:43]([CH3:46])([CH3:45])[CH3:44])=[O:41])[CH2:36][CH2:35]3)[CH:33]=2)O1.C(=O)([O-])[O-].[Cs+].[Cs+]>O1CCOCC1.O.CC(C1C=C(C(C)C)C(C2C=CC=C(P(C3CCCCC3)C3CCCCC3)C=2)=C(C(C)C)C=1)C.C1C=[C-]C(C2C(N)=CC=CC=2)=CC=1.Cl[Pd+]>[C:43]([O:42][C:40]([N:37]1[CH2:36][CH2:35][CH:34]([N:32]2[CH:33]=[C:29]([C:2]3[C:3]([O:17][CH2:18][CH2:19][CH3:20])=[C:4]4[C:9](=[CH:10][CH:11]=3)[N:8]([C:12]([O:14][CH3:15])=[O:13])[C@@H:7]([CH3:16])[CH2:6][CH2:5]4)[CH:30]=[N:31]2)[CH2:39][CH2:38]1)=[O:41])([CH3:46])([CH3:44])[CH3:45] |f:2.3.4,7.8.9|. The reactants are [Cl-].[NH4+] (Ammonium chloride), C(C1=CC=CC=C1)C1=NC(=CC=C1)N1C[C@H]([C@@H](C1)OC=C)OCOC (2-benzyl-6-[(3R,4R)-3-methoxymethyloxy-4-vinyloxypyrrolidine-1-yl]pyridine), ICI (diiodomethane), C(C)[Zn]CC (diethylzinc). Run in CCCCCC (hexane), C1(=CC=CC=C1)C (toluene). Conditions: temperature 80 celsius, time 3 hour. Product: C(C1=CC=CC=C1)C1=NC(=CC=C1)N1C[C@H]([C@@H](C1)OC1CC1)OCOC (2-Benzyl-6-[(3R,4R)-3-methoxymethyloxy-4-cyclopropyloxypyrrolidine-1-yl]pyridine). Reaction SMILES: [CH2:1]([C:8]1[CH:13]=[CH:12][CH:11]=[C:10]([N:14]2[CH2:18][C@@H:17]([O:19][CH:20]=[CH2:21])[C@H:16]([O:22][CH2:23][O:24][CH3:25])[CH2:15]2)[N:9]=1)[C:2]1[CH:7]=[CH:6][CH:5]=[CH:4][CH:3]=1.I[CH2:27]I.C([Zn]CC)C.[Cl-].[NH4+]>C1(C)C=CC=CC=1.CCCCCC>[CH2:1]([C:8]1[CH:13]=[CH:12][CH:11]=[C:10]([N:14]2[CH2:18][C@@H:17]([O:19][CH:20]3[CH2:27][CH2:21]3)[C@H:16]([O:22][CH2:23][O:24][CH3:25])[CH2:15]2)[N:9]=1)[C:2]1[CH:3]=[CH:4][CH:5]=[CH:6][CH:7]=1 |f:3.4|. Procedure: A mixture of 229 mg of 2-benzyl-6-[(3R,4R)-3-methoxymethyloxy-4-vinyloxypyrrolidine-1-yl]pyridine, 217 μl of diiodomethane, 1.35 ml of hexane solution containing 1.0 mol of diethylzinc and 3 ml of toluene was stirred at 80° C. for 3 hours. Ammonium chloride was added to the reaction solution, and the mixture was washed with brine, dried over anhydrous magnesium sulfate and the solvent was removed. The residue was subjected to silica gel column chromatography using 15% ethyl acetate/hexane, to gi... The reactants are CN1C(=CC=C1C(=O)C1=CC=C(C=C1)C)C (1,2-dimethyl-5-p-toluoylpyrrole), C1(=CC=C(C=C1)S(=O)(=O)O)C (p-toluenesulfonic acid), C([O-])(O)=O.[Na+] (sodium bicarbonate). Run in 10g. Yields the product CN1C(=CC(=C1)C(=O)C1=CC=C(C=C1)C)C (1,2-dimethyl-4-p-toluoylpyrrole). Reaction SMILES: [CH3:1][N:2]1[C:6](C(C2C=CC(C)=CC=2)=O)=[CH:5][CH:4]=[C:3]1[CH3:16].[C:17]1([CH3:27])[CH:22]=[CH:21][C:20](S(O)(=O)=O)=[CH:19][CH:18]=1.[C:28](=[O:31])(O)[O-].[Na+]>>[CH3:1][N:2]1[CH:6]=[C:5]([C:28]([C:20]2[CH:21]=[CH:22][C:17]([CH3:27])=[CH:18][CH:19]=2)=[O:31])[CH:4]=[C:3]1[CH3:16] |f:2.3|. Procedure: A 1.0g sample of 1,2-dimethyl-5-p-toluoylpyrrole in 10g of dried p-toluenesulfonic acid heated at 105° C for 1 hour. The solution is then poured into sodium bicarbonate solution and extracted into chloroform. The chloroform is evaporated in vacuo and the residue is recrystallized from ethyl acetate to give 1,2-dimethyl-4-p-toluoylpyrrole as a tan solid; m.p. 117°-119° C. Reactants: C(C)OC(=O)C=1NC2=CC=CC=C2C1C=1SC=CC1 (3-thiophene-2-yl-1H-indole-2-carboxylic acid ethyl ester), [N+](=O)([O-])C1=CC=C(CBr)C=C1 (4-nitrobenzyl bromide). Yields the product C(C)OC(=O)C=1N(C2=CC=CC=C2C1C=1SC=CC1)CC1=CC=C(C=C1)[N+](=O)[O-] (1-(4-Nitro-benzyl)-3-thiophene-2-yl-1H-indole-2-carboxylic acid ethyl ester). Reaction SMILES: [CH2:1]([O:3][C:4]([C:6]1[NH:7][C:8]2[C:13]([C:14]=1[C:15]1[S:16][CH:17]=[CH:18][CH:19]=1)=[CH:12][CH:11]=[CH:10][CH:9]=2)=[O:5])[CH3:2].[N+:20]([C:23]1[CH:30]=[CH:29][C:26]([CH2:27]Br)=[CH:25][CH:24]=1)([O-:22])=[O:21]>>[CH2:1]([O:3][C:4]([C:6]1[N:7]([CH2:27][C:26]2[CH:29]=[CH:30][C:23]([N+:20]([O-:22])=[O:21])=[CH:24][CH:25]=2)[C:8]2[C:13]([C:14]=1[C:15]1[S:16][CH:17]=[CH:18][CH:19]=1)=[CH:12][CH:11]=[CH:10][CH:9]=2)=[O:5])[CH3:2]. Procedure details: 1-(4-Nitro-benzyl)-3-thiophene-2-yl-1H-indole-2-carboxylic acid ethyl ester was prepared from 3-thiophene-2-yl-1H-indole-2-carboxylic acid ethyl ester and 4-nitrobenzyl bromide followed the procedure of Example 3 Step 1 as a yellow powder: 1H NMR (DMSO-d6) δ 1.02 (t, J=7.2 Hz, 3H), 4.15 (q, J=7.2 Hz, 2H), 7.20 (dd, J=6.9, 3.4 Hz, 1H), 7.24 (dd, J=6.2, 0.8 Hz, 1H), 7.25-7.27 (m, 1H), 7.31 (d, J=8.8 Hz, 2H), 7.37-7.43 (m, 1H), 7.62 (d, J=8.4 Hz, 1H), 7.68 (dd, J=5.2, 1.2 Hz, 1H), 7.71 (d, J=4.1 Hz...